describe an organic reaction: reactants, conditions, products, and yield From a dataset of the Open Reaction Database (ORD), a public repository of structured organic reaction records. Starting materials: CC(C(=O)C1=C(C(N(C1C1=C(C=CC=C1)OC)C1=CC=C(C=C1)Br)=O)O)C ((−)-4-(2-methylpropionyl)-3-hydroxy-1-(4-bromophenyl)-5-(2-methoxyphenyl)-1,5-dihydropyrrole-2-one), S1C=C(C=C1)B(O)O (3-thiophene-boronic acid), P(=O)([O-])([O-])[O-].[K+].[K+].[K+] (tripotassium phosphate), COCCOC (1,2-dimethoxyethane). Solvent: O (water), O (water). The product is CC(C(=O)C1=C(C(N(C1C1=C(C=CC=C1)OC)C1=CC=C(C=C1)C1=CSC=C1)=O)O)C ((−)-4-(2-methylpropionyl)-3-hydroxy-1-(4-thiophene-3-ylphenyl)-5-(2-methoxyphenyl)-1,5-dihydropyrrole-2-one). The yield is 29.1%. Reaction SMILES: [CH3:1][CH:2]([CH3:27])[C:3]([C:5]1[CH:9]([C:10]2[CH:15]=[CH:14][CH:13]=[CH:12][C:11]=2[O:16][CH3:17])[N:8]([C:18]2[CH:23]=[CH:22][C:21](Br)=[CH:20][CH:19]=2)[C:7](=[O:25])[C:6]=1[OH:26])=[O:4].[S:28]1[CH:32]=[CH:31][C:30](B(O)O)=[CH:29]1.P([O-])([O-])([O-])=O.[K+].[K+].[K+].COCCOC>O>[CH3:1][CH:2]([CH3:27])[C:3]([C:5]1[CH:9]([C:10]2[CH:15]=[CH:14][CH:13]=[CH:12][C:11]=2[O:16][CH3:17])[N:8]([C:18]2[CH:23]=[CH:22][C:21]([C:30]3[CH:31]=[CH:32][S:28][CH:29]=3)=[CH:20][CH:19]=2)[C:7](=[O:25])[C:6]=1[OH:26])=[O:4] |f:2.3.4.5|. Procedure: After a mixture of (−)-4-(2-methylpropionyl)-3-hydroxy-1-(4-bromophenyl)-5-(2-methoxyphenyl)-1,5-dihydropyrrole-2-one (0.10 g, 0.23 mmol), 3-thiophene-boronic acid (0.045 g, 0.35 mmol), tripotassium phosphate (0.148 g, 0.7 mmol), 1,2-dimethoxyethane (3 mL) and water (3 mL) was placed in a flask under nitrogen, 1,1′-Bis(diphenylphosphino)ferrocene-palladium(II)dichloride dichloromethane complex (0.019 g, 0.023 mmol) was added to the mixture, and the resulting mixture was stirred at reflux for 3 h... Starting materials: B(Br)(Br)Br (BBr3), ClC1=C(CC2C(N(CC2)[C@H]2[C@H](CCCC2)C)=O)C(=CC(=C1)OC)Cl (3-(2,6-dichloro-4-methoxybenzyl)-1-(cis-2-methylcyclohexyl) pyrrolidin-2-one), O (water). Solvent: C(Cl)Cl (DCM). Reaction conditions: temperature 0 celsius. Product: ClC1=C(CC2C(N(CC2)[C@H]2[C@H](CCCC2)C)=O)C(=CC(=C1)O)Cl (3-(2,6-Dichloro-4-hydroxybenzyl)-1-(cis-2-methylcyclohexyl) pyrrolidin-2-one). Yield: 85.7%. RXN SMILES: [Cl:1][C:2]1[CH:21]=[C:20]([O:22]C)[CH:19]=[C:18]([Cl:24])[C:3]=1[CH2:4][CH:5]1[CH2:9][CH2:8][N:7]([C@@H:10]2[CH2:15][CH2:14][CH2:13][CH2:12][C@@H:11]2[CH3:16])[C:6]1=[O:17].B(Br)(Br)Br.O>C(Cl)Cl>[Cl:1][C:2]1[CH:21]=[C:20]([OH:22])[CH:19]=[C:18]([Cl:24])[C:3]=1[CH2:4][CH:5]1[CH2:9][CH2:8][N:7]([C@@H:10]2[CH2:15][CH2:14][CH2:13][CH2:12][C@@H:11]2[CH3:16])[C:6]1=[O:17]. Procedure details: Dissolve 3-(2,6-dichloro-4-methoxybenzyl)-1-(cis-2-methylcyclohexyl) pyrrolidin-2-one (1.29 g, 3.47 mmol) in DCM (100 mL) and cool to 0° C. Stir the solution under N2 and add BBr3 (2.61 g, 10.42 mmol). Continue to stir the reaction mixture for 2 hours and add water (100 mL). Extract the aqueous layer with dichloromethane (3×200 mL). Combine the organic layers and dry with Na2SO4, filter, concentrate and purify by flash column chromatography (silica gel, 40-100% of EtOAc-Hexane) to give 1.06 g (8... Reactants: ClC=1C=C2C=C(N(C2=CC1)C1=CC(=CC=C1)C(F)(F)F)C(CCCCCC)NC1=CC=C(C=C1)C(=O)N(CCC(=O)OCC)C (ethyl 3-[({4-[(1-{5-chloro-1-[3-(trifluoromethyl)phenyl]-1H-indol-2-yl}heptyl)amino]phenyl}carbonyl)(methyl)amino]propanoate), O1CCCC1 (tetrahydrofuran), [OH-].[Na+] (sodium hydroxide). Solvent: C(C)O (ethanol). Conditions: time 8 hour. Product: ClC=1C=C2C=C(N(C2=CC1)C1=CC(=CC=C1)C(F)(F)F)C(CCCCCC)NC1=CC=C(C=C1)C(=O)N(CCC(=O)O)C (3-[({4-[(1-{5-chloro-1-[3-(trifluoromethyl)phenyl]-1H-indol-2-yl}heptyl)amino]phenyl}carbonyl)(methyl)amino]propanoic acid). Yield: 91.8%. As a reaction SMILES: [Cl:1][C:2]1[CH:3]=[C:4]2[C:8](=[CH:9][CH:10]=1)[N:7]([C:11]1[CH:16]=[CH:15][CH:14]=[C:13]([C:17]([F:20])([F:19])[F:18])[CH:12]=1)[C:6]([CH:21]([NH:28][C:29]1[CH:34]=[CH:33][C:32]([C:35]([N:37]([CH3:45])[CH2:38][CH2:39][C:40]([O:42]CC)=[O:41])=[O:36])=[CH:31][CH:30]=1)[CH2:22][CH2:23][CH2:24][CH2:25][CH2:26][CH3:27])=[CH:5]2.O1CCCC1.[OH-].[Na+]>C(O)C>[Cl:1][C:2]1[CH:3]=[C:4]2[C:8](=[CH:9][CH:10]=1)[N:7]([C:11]1[CH:16]=[CH:15][CH:14]=[C:13]([C:17]([F:20])([F:19])[F:18])[CH:12]=1)[C:6]([CH:21]([NH:28][C:29]1[CH:30]=[CH:31][C:32]([C:35]([N:37]([CH3:45])[CH2:38][CH2:39][C:40]([OH:42])=[O:41])=[O:36])=[CH:33][CH:34]=1)[CH2:22][CH2:23][CH2:24][CH2:25][CH2:26][CH3:27])=[CH:5]2 |f:2.3|. Reported procedure: To a mixture of ethyl 3-[({4-[(1-{5-chloro-1-[3-(trifluoromethyl)phenyl]-1H-indol-2-yl}heptyl)amino]phenyl}carbonyl)(methyl)amino]propanoate (254 mg) synthesized above, tetrahydrofuran (5 mL) and ethanol (5 mL) was added 1N aqueous sodium hydroxide solution (1.00 mL), and the mixture was stirred overnight at room temperature, and concentrated under reduced pressure. The residue was dissolved in water (10 mL), and 1N hydrochloric acid (1.00 mL) was added at 0° C. The resulting precipitate was col... Starting materials: C1(=CC=CC=C1)SC=1C=CC(NC1)=O (5-(phenylthio)-2-pyridone), P(=O)(Cl)(Cl)Cl (phosphorous oxychloride), P(Cl)(Cl)(Cl)(Cl)Cl (phosphorous pentachloride). Product: ClC1=NC=C(C=C1)SC1=CC=CC=C1 (2-chloro-5-(phenylthio)pyridine). RXN SMILES: [C:1]1([S:7][C:8]2[CH:9]=[CH:10][C:11](=O)[NH:12][CH:13]=2)[CH:6]=[CH:5][CH:4]=[CH:3][CH:2]=1.P(Cl)(Cl)([Cl:17])=O.P(Cl)(Cl)(Cl)(Cl)Cl>>[Cl:17][C:11]1[CH:10]=[CH:9][C:8]([S:7][C:1]2[CH:6]=[CH:5][CH:4]=[CH:3][CH:2]=2)=[CH:13][N:12]=1. Reported procedure: A suspension of 5-(phenylthio)-2-pyridone (4.06 g., .02 mole) in 50 ml. of phosphorous oxychloride containing 10 g. of phosphorous pentachloride is heated at reflux for 6 hours. Excess phosphorous oxychloride is removed in vacuo and the residue is poured onto icewater mixture. The mixture is cooled and the pH adjusted to neutral with dilute aqueous sodium hydroxide. The resultant suspension is extracted with methylene chloride. The combined extracts are washed with water, dried and evaporated in... The reactants are O=C([O-])[O-], CC(CO[Si](C)(C)C(C)(C)C)Oc1cc(O)cc(C(=O)Nc2ccn(C)n2)c1, CC#N, COC(=O)c1ccc(Cl)nc1, [Cs+], [Cs+]. Yields the product COC(=O)c1ccc(Oc2cc(OC(C)CO[Si](C)(C)C(C)(C)C)cc(C(=O)Nc3ccn(C)n3)c2)nc1. Reaction SMILES: [C:40](=[O:41])([O-:42])[O-:43].[CH3:1][C:2]([CH3:3])([CH3:4])[Si:5]([O:6][CH2:7][CH:8]([CH3:9])[O:10][c:11]1[cH:12][c:13]([C:14](=[O:15])[NH:16][c:17]2[n:18][n:19]([CH3:22])[cH:20][cH:21]2)[cH:23][c:24]([OH:26])[cH:25]1)([CH3:27])[CH3:28].[CH3:46][C:47]#[N:48].[Cl:29][c:30]1[n:31][cH:32][c:33]([C:34](=[O:35])[O:36][CH3:37])[cH:38][cH:39]1.[Cs+:44].[Cs+:45]>>[CH3:1][C:2]([CH3:3])([CH3:4])[Si:5]([O:6][CH2:7][CH:8]([CH3:9])[O:10][c:11]1[cH:12][c:13]([C:14](=[O:15])[NH:16][c:17]2[n:18][n:19]([CH3:22])[cH:20][cH:21]2)[cH:23][c:24]([O:26][c:30]2[n:31][cH:32][c:33]([C:34](=[O:35])[O:36][CH3:37])[cH:38][cH:39]2)[cH:25]1)([CH3:27])[CH3:28]. The reactants are NC=1C=C(C(=O)OCC)C=CC1NC(C(C)C)=O (ethyl 3-amino-4-(2-methylpropionylamino)benzoate), [OH-].[Na+] (NaOH). Reaction conditions: time 24 hour. Yields the product NC=1C=C(C(=O)O)C=CC1NC(C(C)C)=O (3-Amino-4-(2-methylpropionylamino)benzoic acid). The yield is 5.9%. As a reaction SMILES: [NH2:1][C:2]1[CH:3]=[C:4]([CH:10]=[CH:11][C:12]=1[NH:13][C:14](=[O:18])[CH:15]([CH3:17])[CH3:16])[C:5]([O:7]CC)=[O:6].[OH-].[Na+]>>[NH2:1][C:2]1[CH:3]=[C:4]([CH:10]=[CH:11][C:12]=1[NH:13][C:14](=[O:18])[CH:15]([CH3:16])[CH3:17])[C:5]([OH:7])=[O:6] |f:1.2|. Reported procedure: A sample of ethyl 3-amino-4-(2-methylpropionylamino)benzoate (2.30 g, 0.0092 mol) was suspended in 1N NaOH (13.80 mL, 0.0138 mol). After stirring for 24 h at room temperature, the reaction was then heated at 50° C. for 6 h. The reaction was filtered and the filtrate acidified with 1N HCl forming an orange precipitate. The solid was collected by filtration and thin-layer chromatographic analysis (SiO2, 9:1 ethyl acetate:methanol) indicated formation of a new lower-running spot (Rf =0.1). This mat... The reactants are O=C([O-])O, COc1cccc(C(=O)N(CCOC2CCCCO2)c2ccccc2OC)c1, CO, [Na+], O, Cc1ccc(S(=O)(=O)O)cc1. The product is COc1cccc(C(=O)N(CCO)c2ccccc2OC)c1. As a reaction SMILES: [C:41](=[O:42])([OH:43])[O-:44].[CH3:1][O:2][c:3]1[cH:4][c:5]([C:6](=[O:7])[N:8]([CH2:9][CH2:10][O:11][CH:12]2[CH2:13][CH2:14][CH2:15][CH2:16][O:17]2)[c:18]2[c:19]([O:24][CH3:25])[cH:20][cH:21][cH:22][cH:23]2)[cH:26][cH:27][cH:28]1.[CH3:46][OH:47].[Na+:45].[OH2:29].[c:30]1([CH3:31])[cH:32][cH:33][c:34]([S:35]([OH:36])(=[O:37])=[O:38])[cH:39][cH:40]1>>[CH3:1][O:2][c:3]1[cH:4][c:5]([C:6](=[O:7])[N:8]([CH2:9][CH2:10][OH:11])[c:18]2[c:19]([O:24][CH3:25])[cH:20][cH:21][cH:22][cH:23]2)[cH:26][cH:27][cH:28]1. The reactants are C(C)NCC (diethylamine), COCCCl (2-methoxyethyl chloride), [OH-].[Na+] (sodium hydroxide), aqueous solution. Run in O (water). The product is COCCN(CC)CC (2-methoxyethyldiethylamine). Reaction SMILES: [CH2:1]([NH:3][CH2:4][CH3:5])[CH3:2].[CH3:6][O:7][CH2:8][CH2:9]Cl.[OH-].[Na+]>O>[CH3:6][O:7][CH2:8][CH2:9][N:3]([CH2:4][CH3:5])[CH2:1][CH3:2] |f:2.3|. Reported procedure: A mixed solution prepared by mixing together 100 ml of diethylamine (Kanto Chemical Co., Inc.) and 85 ml of 2-methoxyethyl chloride (Kanto Chemical) was placed in an autoclave and reacted at 120° C. for 12 hours. The internal pressure during the reaction was 0.283 MPa (2.9 kgf/cm2). This yielded a mixture of deposited crystals and reaction solution to which was added, following the 12 hours of reaction, 200 ml of an aqueous solution prepared by dissolving 40 g of sodium hydroxide (Katayama Chemi...